From a dataset of the Open Reaction Database (ORD), a public repository of structured organic reaction records. describe an organic reaction: reactants, conditions, products, and yield Reactants: ClCCl, O=CCCCC1CC(c2cccc([N+](=O)[O-])c2)=NO1, c1ccc(C(c2ccccc2)N2CCNCC2)cc1. Product: O=[N+]([O-])c1cccc(C2=NOC(CCCCN3CCN(C(c4ccccc4)c4ccccc4)CC3)C2)c1. Reaction SMILES: [CH2:39]([Cl:40])[Cl:41].[N+:1](=[O:2])([O-:3])[c:4]1[cH:5][c:6]([C:10]2=[N:11][O:12][CH:13]([CH2:15][CH2:16][CH2:17][CH:18]=[O:19])[CH2:14]2)[cH:7][cH:8][cH:9]1.[c:20]1([CH:26]([N:27]2[CH2:28][CH2:29][NH:30][CH2:31][CH2:32]2)[c:33]2[cH:34][cH:35][cH:36][cH:37][cH:38]2)[cH:21][cH:22][cH:23][cH:24][cH:25]1>>[N+:1](=[O:2])([O-:3])[c:4]1[cH:5][c:6]([C:10]2=[N:11][O:12][CH:13]([CH2:15][CH2:16][CH2:17][CH2:18][N:30]3[CH2:29][CH2:28][N:27]([CH:26]([c:20]4[cH:21][cH:22][cH:23][cH:24][cH:25]4)[c:33]4[cH:34][cH:35][cH:36][cH:37][cH:38]4)[CH2:32][CH2:31]3)[CH2:14]2)[cH:7][cH:8][cH:9]1. Reactants: ClCCCC(=O)Cl (4-chlorobutanoyl chloride), 71.12, N1CCCC1 (pyrrolidine). Run in O (Water). Run at time 8 hour. Yields the product 45, ClCCCC(=O)N1CCCC1 (1-(4-chloro-1-oxobutyl)pyrrolidine). Isolated yield 51.0%. Reaction SMILES: [NH:1]1[CH2:5][CH2:4][CH2:3][CH2:2]1.[Cl:6][CH2:7][CH2:8][CH2:9][C:10](Cl)=[O:11]>O>[Cl:6][CH2:7][CH2:8][CH2:9][C:10]([N:1]1[CH2:5][CH2:4][CH2:3][CH2:2]1)=[O:11]. Procedure details: To a stirred and cooled (ice bath) solution of 71.12 parts of pyrrolidine in 210 parts of petroleumether were added dropwise 70.5 parts of 4-chlorobutanoyl chloride at a temperature below 15° C. Upon completion, stirring was continued overnight at room temperature. Water was added. The product was extracted with dichloromethane. The extract was separated, dried, filtered and evaporated. The residue was distilled at 266 Pa bp. 137° C., yielding 45 parts (51%) of 1-(4-chloro-1-oxobutyl)pyrrolidine...